Dataset: the Open Reaction Database (ORD), a public repository of structured organic reaction records. Task: describe an organic reaction: reactants, conditions, products, and yield Starting materials: CCO, CCOC(=O)c1noc(-c2cnc3[nH]ccc3c2Cl)n1, Cl, [Na+], [OH-]. The product is Clc1c(-c2ncno2)cnc2[nH]ccc12. As a reaction SMILES: [CH3:24][CH2:25][OH:26].[Cl:1][c:2]1[c:3]2[c:4]([n:5][cH:6][c:7]1-[c:8]1[n:9][c:10]([C:13]([O:14][CH2:15][CH3:16])=[O:17])[n:11][o:12]1)[nH:18][cH:19][cH:20]2.[ClH:23].[Na+:22].[OH-:21]>>[Cl:1][c:2]1[c:3]2[c:4]([n:5][cH:6][c:7]1-[c:8]1[n:9][cH:10][n:11][o:12]1)[nH:18][cH:19][cH:20]2.